From a dataset of the Open Reaction Database (ORD), a public repository of structured organic reaction records. describe an organic reaction: reactants, conditions, products, and yield The yield is 93.9%. Reaction conditions: time 10 minute. As a reaction SMILES: Cl.[CH3:2][NH:3][OH:4].CO[Na].[Br:8][C:9]1[CH:28]=[CH:27][C:12]2[O:13]C[CH:15](C3C=CC=CC=3)[CH2:16][C:17](=[N:18][C:19]#[N:20])[C:11]=2[CH:10]=1>CO>[Br:8][C:9]1[CH:10]=[C:11]2[C:17]3([O:4][N:3]([CH3:2])[C:19]([NH2:20])=[N:18]3)[CH2:16][CH2:15][O:13][C:12]2=[CH:27][CH:28]=1 |f:0.1|. The product is BrC=1C=C2C(=CC1)OCCC21N=C(N(O1)C)N (6-bromo-2′-methyl-2′H-spiro[chroman-4,5′-[1,2,4]oxadiazol]-3′-amine). The reactants are Cl.CNO (N-methyl-hydroxylamine hydrochloride), CO[Na] (MeONa), BrC1=CC2=C(OCC(CC2=NC#N)C2=CC=CC=C2)C=C1 (N-(7-bromo-3-phenyl-3,4-dihydrobenzo[b]oxepin-5(2H)-ylidene)cyanamide). The solvent is CO (MeOH). Procedure: To a solution of N-methyl-hydroxylamine hydrochloride (42 mg, 0.5 mmol) in MeOH (10 mL) was added MeONa (0.1 mL, 25% (Wt.) in MeOH), followed by N-(7-bromo-3-phenyl-3,4-dihydrobenzo[b]oxepin-5(2H)-ylidene)cyanamide (170 mg, 0.5 mmol). After stirred for 10 minutes, the solvent was removed in vacuo. The residue was purified by preparative TLC to give 6-bromo-2′-methyl-2′H-spiro[chroman-4,5′-[1,2,4]oxadiazol]-3′-amine (140 mg, 72%). Reactants: CN1C(=O)COc2c(CC3CCNCC3)cccc21, Cc1ncc2c(OCCOS(C)(=O)=O)cccc2n1. The product is Cc1ncc2c(OCCN3CCC(Cc4cccc5c4OCC(=O)N5C)CC3)cccc2n1. As a reaction SMILES: [CH3:1][N:2]1[C:3](=[O:19])[CH2:4][O:5][c:6]2[c:7]1[cH:8][cH:9][cH:10][c:11]2[CH2:12][CH:13]1[CH2:14][CH2:15][NH:16][CH2:17][CH2:18]1.[CH3:20][S:21]([O:22][CH2:25][CH2:26][O:27][c:28]1[c:29]2[cH:30][n:31][c:32]([CH3:38])[n:33][c:34]2[cH:35][cH:36][cH:37]1)(=[O:23])=[O:24]>>[CH3:1][N:2]1[C:3](=[O:19])[CH2:4][O:5][c:6]2[c:7]1[cH:8][cH:9][cH:10][c:11]2[CH2:12][CH:13]1[CH2:14][CH2:15][N:16]([CH2:25][CH2:26][O:27][c:28]2[c:29]3[cH:30][n:31][c:32]([CH3:38])[n:33][c:34]3[cH:35][cH:36][cH:37]2)[CH2:17][CH2:18]1. Reactants: COc1ccc(Br)cc1OC1CCCC1, [Li]C(C)(C)C, C1CCOC1, CCOC(C)=O, [Cl-], [Cl-], Cc1cc(Cl)n(-c2ccccc2)n1, [Zn+2], c1ccc(P(c2ccccc2)(c2ccccc2)[Pd](P(c2ccccc2)(c2ccccc2)c2ccccc2)(P(c2ccccc2)(c2ccccc2)c2ccccc2)P(c2ccccc2)(c2ccccc2)c2ccccc2)cc1. Product: COc1ccc(-c2cc(C)nn2-c2ccccc2)cc1OC1CCCC1. As a reaction SMILES: [Br:19][c:20]1[cH:21][c:22]([O:28][CH:29]2[CH2:30][CH2:31][CH2:32][CH2:33]2)[c:23]([O:26][CH3:27])[cH:24][cH:25]1.[C:14]([Li:15])([CH3:16])([CH3:17])[CH3:18].[CH2:34]1[O:35][CH2:36][CH2:37][CH2:38]1.[CH3:39][CH2:40][O:41][C:42](=[O:43])[CH3:44].[Cl-:45].[Cl-:47].[Cl:1][c:2]1[cH:3][c:4]([CH3:13])[n:5][n:6]1-[c:7]1[cH:8][cH:9][cH:10][cH:11][cH:12]1.[Zn+2:46].[cH:48]1[cH:49][cH:50][c:51]([P:52]([Pd:53]([P:54]([c:55]2[cH:56][cH:57][cH:58][cH:59][cH:60]2)([c:61]2[cH:62][cH:63][cH:64][cH:65][cH:66]2)[c:67]2[cH:68][cH:69][cH:70][cH:71][cH:72]2)([P:73]([c:74]2[cH:75][cH:76][cH:77][cH:78][cH:79]2)([c:80]2[cH:81][cH:82][cH:83][cH:84][cH:85]2)[c:86]2[cH:87][cH:88][cH:89][cH:90][cH:91]2)[P:92]([c:93]2[cH:94][cH:95][cH:96][cH:97][cH:98]2)([c:99]2[cH:100][cH:101][cH:102][cH:103][cH:104]2)[c:105]2[cH:106][cH:107][cH:108][cH:109][cH:110]2)([c:111]2[cH:112][cH:113][cH:114][cH:115][cH:116]2)[c:117]2[cH:118][cH:119][cH:120][cH:121][cH:122]2)[cH:123][cH:124]1>>[c:2]1(-[c:20]2[cH:21][c:22]([O:28][CH:29]3[CH2:30][CH2:31][CH2:32][CH2:33]3)[c:23]([O:26][CH3:27])[cH:24][cH:25]2)[cH:3][c:4]([CH3:13])[n:5][n:6]1-[c:7]1[cH:8][cH:9][cH:10][cH:11][cH:12]1. Starting materials: ClCCCSC1=NC=CC=C1 (2-(3-Chloropropyl)thiopyridine), OO (hydrogen peroxide). The solvent is O (water), C(=O)O (formic acid). Conditions: time 3 hour. The product is ClCCCS(=O)C1=NC=CC=C1 (2-pyridyl 3-chloropropyl sulfoxide). Yield: 56.5%. RXN SMILES: [Cl:1][CH2:2][CH2:3][CH2:4][S:5][C:6]1[CH:11]=[CH:10][CH:9]=[CH:8][N:7]=1.[OH:12]O>C(O)=O.O>[Cl:1][CH2:2][CH2:3][CH2:4][S:5]([C:6]1[CH:11]=[CH:10][CH:9]=[CH:8][N:7]=1)=[O:12]. Procedure: 2-(3-Chloropropyl)thiopyridine (4.4 g) prepared in Reference Example 3 is dissolved in formic acid (40 ml). 30% Aqueous hydrogen peroxide (2.7 g) is added to the solution and the mixture is stirred at room temperature for 3 hours. The mixture is allowed to stand at room temperature for overnight, diluted with water and extracted with chloroform. The chloroform solution is washed with water, saturated aqueous sodium bicarbonate and saturated aqueous sodium chloride and dried over magnesium sulfat...